Dataset: the Open Reaction Database (ORD), a public repository of structured organic reaction records. Task: describe an organic reaction: reactants, conditions, products, and yield Starting materials: c1ccc2c(C3CCNCC3)c[nH]c2c1, C1COCCO1, CN(C)C1(c2ccccc2)CCC(CNC(=O)Oc2ccccc2)CC1. The product is CN(C)C1(c2ccccc2)CCC(CNC(=O)N2CCC(c3c[nH]c4ccccc34)CC2)CC1. RXN SMILES: [NH:27]1[CH2:28][CH2:29][CH:30]([c:33]2[cH:34][nH:35][c:36]3[cH:37][cH:38][cH:39][cH:40][c:41]23)[CH2:31][CH2:32]1.[O:42]1[CH2:43][CH2:44][O:45][CH2:46][CH2:47]1.[c:1]1([O:7][C:8](=[O:2])[NH:9][CH2:10][CH:11]2[CH2:12][CH2:13][C:14]([c:17]3[cH:18][cH:19][cH:20][cH:21][cH:22]3)([N:23]([CH3:24])[CH3:25])[CH2:15][CH2:16]2)[cH:3][cH:4][cH:5][cH:6][cH:26]1>>[O:7]=[C:8]([NH:9][CH2:10][CH:11]1[CH2:12][CH2:13][C:14]([c:17]2[cH:18][cH:19][cH:20][cH:21][cH:22]2)([N:23]([CH3:24])[CH3:25])[CH2:15][CH2:16]1)[N:27]1[CH2:28][CH2:29][CH:30]([c:33]2[cH:34][nH:35][c:36]3[cH:37][cH:38][cH:39][cH:40][c:41]23)[CH2:31][CH2:32]1. Starting materials: C=CCc1c(C(=O)OCC)c(C(=O)OCC)c2c(-c3ccccc3)cc(N3CCOCC3)nn12, C1CCOC1, CCOCC, CCCCCC, [Na+], [OH-], OO. Yields the product CCOC(=O)c1c(C(=O)OCC)c2c(-c3ccccc3)cc(N3CCOCC3)nn2c1CCCO. Reaction SMILES: [CH2:1]([CH3:2])[O:3][C:4](=[O:5])[c:6]1[c:7]([C:30](=[O:31])[O:32][CH2:33][CH3:34])[c:8]([CH2:27][CH:28]=[CH2:29])[n:9]2[n:10][c:11]([N:21]3[CH2:22][CH2:23][O:24][CH2:25][CH2:26]3)[cH:12][c:13](-[c:15]3[cH:16][cH:17][cH:18][cH:19][cH:20]3)[c:14]12.[CH2:39]1[O:40][CH2:41][CH2:42][CH2:43]1.[CH3:44][CH2:45][O:46][CH2:47][CH3:48].[CH3:49][CH2:50][CH2:51][CH2:52][CH2:53][CH3:54].[Na+:36].[OH-:35].[OH:37][OH:38]>>[CH2:1]([CH3:2])[O:3][C:4](=[O:5])[c:6]1[c:7]([C:30](=[O:31])[O:32][CH2:33][CH3:34])[c:8]([CH2:27][CH2:28][CH2:29][OH:35])[n:9]2[n:10][c:11]([N:21]3[CH2:22][CH2:23][O:24][CH2:25][CH2:26]3)[cH:12][c:13](-[c:15]3[cH:16][cH:17][cH:18][cH:19][cH:20]3)[c:14]12. Reactants: CO, COC(=O)C1CCc2onc(-c3ccc(Cl)cc3)c2CC1, [K+], [OH-], O. The product is O=C(O)C1CCc2onc(-c3ccc(Cl)cc3)c2CC1. RXN SMILES: [CH3:24][OH:25].[Cl:1][c:2]1[cH:3][cH:4][c:5](-[c:8]2[n:9][o:10][c:11]3[c:12]2[CH2:13][CH2:14][CH:15]([C:18](=[O:19])[O:20][CH3:21])[CH2:16][CH2:17]3)[cH:6][cH:7]1.[K+:23].[OH-:22].[OH2:26]>>[Cl:1][c:2]1[cH:3][cH:4][c:5](-[c:8]2[n:9][o:10][c:11]3[c:12]2[CH2:13][CH2:14][CH:15]([C:18](=[O:19])[OH:20])[CH2:16][CH2:17]3)[cH:6][cH:7]1. Reactants: COc1ccc(CN(Cc2ccc(OC)cc2)c2nc(C)nc(-c3ccc(-c4cccnc4)nc3Nc3ccc(OC)nc3)n2)cc1, CO, O=C(O)C(F)(F)F. Product: COc1ccc(Nc2nc(-c3cccnc3)ccc2-c2nc(C)nc(N)n2)cn1. RXN SMILES: [CH3:1][O:2][c:3]1[cH:4][cH:5][c:6]([CH2:7][N:8]([c:9]2[n:10][c:11](-[c:16]3[cH:17][cH:18][c:19](-[c:31]4[cH:32][n:33][cH:34][cH:35][cH:36]4)[n:20][c:21]3[NH:22][c:23]3[cH:24][n:25][c:26]([O:29][CH3:30])[cH:27][cH:28]3)[n:12][c:13]([CH3:15])[n:14]2)[CH2:37][c:38]2[cH:39][cH:40][c:41]([O:42][CH3:43])[cH:44][cH:45]2)[cH:46][cH:47]1.[CH3:55][OH:56].[F:48][C:49]([F:50])([F:51])[C:52]([OH:53])=[O:54]>>[NH2:8][c:9]1[n:10][c:11](-[c:16]2[cH:17][cH:18][c:19](-[c:31]3[cH:32][n:33][cH:34][cH:35][cH:36]3)[n:20][c:21]2[NH:22][c:23]2[cH:24][n:25][c:26]([O:29][CH3:30])[cH:27][cH:28]2)[n:12][c:13]([CH3:15])[n:14]1.